The task is: describe an organic reaction: reactants, conditions, products, and yield. This data is from the Open Reaction Database (ORD), a public repository of structured organic reaction records. Reactants: C(C)(C)(C)OC(=O)N1[C@@H]2CN([C@H](C1)C2)CC=2C=NC(=CC2)Cl ((1S,4S)-5-(6-Chloro-pyridin-3-ylmethyl)-2,5-diaza-bicyclo[2.2.1]heptane-2-carboxylic acid tert-butyl ester), O (Water). The solvent is C(=O)O (formic acid), C=O (formalin). Reaction conditions: temperature 70 celsius. Yields the product ClC1=CC=C(C=N1)CN1[C@@H]2CN([C@H](C1)C2)C ((1S,4S)-2-(6-Chloro-pyridin-3-ylmethyl)-5-methyl-2,5-diazabicyclo[2.2.1]-heptane). The yield is 61.9%. As a reaction SMILES: C(O[C:6]([N:8]1[CH2:13][C@@H:12]2[CH2:14][C@H:9]1[CH2:10][N:11]2[CH2:15][C:16]1[CH:17]=[N:18][C:19]([Cl:22])=[CH:20][CH:21]=1)=O)(C)(C)C.O>C(O)=O.C=O>[Cl:22][C:19]1[N:18]=[CH:17][C:16]([CH2:15][N:11]2[CH2:10][C@@H:9]3[CH2:14][C@H:12]2[CH2:13][N:8]3[CH3:6])=[CH:21][CH:20]=1. Procedure: (1S,4S)-5-(6-Chloro-pyridin-3-ylmethyl)-2,5-diaza-bicyclo[2.2.1]heptane-2-carboxylic acid tert-butyl ester (1.1 g, 3.4 mmol) was dissolved in a mixture of 11.3 ml of formic acid and 22.6 ml of formalin. The reaction was heated at 70° C. for 4 hours, and then cooled to room temperature. Water was added and the aqueous layer was extracted with DCM. The aqueous layer was carefully basified with solid potassium carbonate and extracted 3 times with DCM. The crude product was purified by chromatograph... The yield is 49.6%. Starting materials: COC(C(C1=CC=C(C=C1)OCCCCOC1=CC2=CC=CC=C2C=C1)=O)=O (4-[[4-(2-naphthalenyloxy)butyl]oxy]-alpha-oxobenzeneacetic acid methyl ester), [OH-].[Na+] (sodium hydroxide). Reaction SMILES: C[O:2][C:3](=[O:28])[C:4](=[O:27])[C:5]1[CH:10]=[CH:9][C:8]([O:11][CH2:12][CH2:13][CH2:14][CH2:15][O:16][C:17]2[CH:26]=[CH:25][C:24]3[C:19](=[CH:20][CH:21]=[CH:22][CH:23]=3)[CH:18]=2)=[CH:7][CH:6]=1.[OH-].[Na+]>CO.CC(C)=O>[CH:18]1[C:19]2[C:24](=[CH:23][CH:22]=[CH:21][CH:20]=2)[CH:25]=[CH:26][C:17]=1[O:16][CH2:15][CH2:14][CH2:13][CH2:12][O:11][C:8]1[CH:7]=[CH:6][C:5]([C:4](=[O:27])[C:3]([OH:28])=[O:2])=[CH:10][CH:9]=1 |f:1.2|. The solvent is CO (methanol), CC(=O)C (acetone). Procedure: A mixture of 4-[[4-(2-naphthalenyloxy)butyl]oxy]-alpha-oxobenzeneacetic acid methyl ester (0.9 g) in methanol (15 mL), acetone (5 mL), and 0.5N sodium hydroxide (10 mL) was treated as in Example 19. Extraction with dichloromethane provided material which was crystallized from diethyl ether-hexane to give 0.43 g of colorless 4-[[4-(2naphthalenyloxy) butyl]oxy]-alpha-oxobenzeneacetic acid, mp 133°-135°C. Yields the product C1=C(C=CC2=CC=CC=C12)OCCCCOC1=CC=C(C=C1)C(C(=O)O)=O (4-[[4-(2naphthalenyloxy) butyl]oxy]-alpha-oxobenzeneacetic acid). Starting materials: CC1C(Nc2cn[nH]c(=O)c2Br)CC2CC1C2(C)C, C, CO, [H][H], [Pd]. Yields the product CC1C(Nc2cn[nH]c(=O)c2)CC2CC1C2(C)C. As a reaction SMILES: [Br:1][c:2]1[c:3](=[O:19])[nH:4][n:5][cH:6][c:7]1[NH:8][CH:9]1[CH:10]([CH3:18])[CH:11]2[C:12]([CH3:16])([CH3:17])[CH:13]([CH2:14]1)[CH2:15]2.[C:24].[CH3:22][OH:23].[H:20][H:21].[Pd:25]>>[cH:2]1[c:3](=[O:19])[nH:4][n:5][cH:6][c:7]1[NH:8][CH:9]1[CH:10]([CH3:18])[CH:11]2[C:12]([CH3:16])([CH3:17])[CH:13]([CH2:14]1)[CH2:15]2. Starting materials: C1(CCCCC1)N=C=NC1CCCCC1 (dicyclohexylcarbodiimide), CC1(C(C1C(C(Br)(Br)Br)OS(=O)(=O)C)C(=O)O)C (2,2-dimethyl-3-[2,2,2-tribromo-1-methylsulfonyloxyethyl]-cyclopropane carboxylic acid), C(#N)C(C1=CC(=CC=C1)OC1=CC=CC=C1)O (α-cyano-3-phenoxy-benzyl alcohol), C(#N)C(C1=CC(=CC=C1)OC1=CC=CC=C1)O (α-cyano-3-phenoxy-benzyl alcohol). The reagents and catalysts are CN(C1=CC=NC=C1)C (4-dimethylamino-pyridine). Solvent: C(Cl)Cl (methylene chloride), C(Cl)Cl (methylene chloride). Reaction conditions: time 2 hour. Yields the product C(#N)C(C1=CC(=CC=C1)OC1=CC=CC=C1)O (α-cyano-3-phenoxy-benzyl alcohol), CC1(C(C1C(C(Br)(Br)Br)OS(=O)(=O)C)C(=O)[O-])C (2,2-dimethyl-3-[2,2,2-tribromo-1-methylsulfonyloxyethyl]-cyclopropane carboxylate). Reaction SMILES: C1(N=C=NC2CCCCC2)CCCCC1.[CH3:16][C:17]1([CH3:33])[CH:19]([CH:20]([O:25][S:26]([CH3:29])(=[O:28])=[O:27])[C:21]([Br:24])([Br:23])[Br:22])[CH:18]1[C:30]([OH:32])=[O:31].[C:34]([CH:36]([OH:50])[C:37]1[CH:42]=[CH:41][CH:40]=[C:39]([O:43][C:44]2[CH:49]=[CH:48][CH:47]=[CH:46][CH:45]=2)[CH:38]=1)#[N:35]>CN(C)C1C=CN=CC=1.C(Cl)Cl>[C:34]([CH:36]([OH:50])[C:37]1[CH:42]=[CH:41][CH:40]=[C:39]([O:43][C:44]2[CH:49]=[CH:48][CH:47]=[CH:46][CH:45]=2)[CH:38]=1)#[N:35].[CH3:16][C:17]1([CH3:33])[CH:19]([CH:20]([O:25][S:26]([CH3:29])(=[O:28])=[O:27])[C:21]([Br:23])([Br:24])[Br:22])[CH:18]1[C:30]([O-:32])=[O:31]. Procedure: 0.78 g of dicyclohexylcarbodiimide and 3 ml of methylene chloride were added to a solution of 1.8 g of the product of Step C, 20 ml of methylene chloride, 0.86 g of (S) α-cyano-3-phenoxy-benzyl alcohol and 0.1 g of 4-dimethylamino-pyridine. The mixture was stirred at 20° to 25° C. for 2 hours and the product formed was dried and the filtrate was evaporated to dryness under reduced pressure. A chromatography was carried out with elution with a hexane-ethyl acetate mixture (7-3) to obtain 2 g of α...